Dataset: the Open Reaction Database (ORD), a public repository of structured organic reaction records. Task: describe an organic reaction: reactants, conditions, products, and yield The reactants are B, C1CCOC1, C1CCOC1, O=C(O)c1ccc([N+](=O)[O-])cc1O. Product: O=[N+]([O-])c1ccc(CO)c(O)c1. RXN SMILES: [BH3:14].[CH2:15]1[O:16][CH2:17][CH2:18][CH2:19]1.[CH2:20]1[O:21][CH2:22][CH2:23][CH2:24]1.[N+:1](=[O:2])([O-:3])[c:4]1[cH:5][c:6]([OH:13])[c:7]([C:8](=[O:9])[OH:10])[cH:11][cH:12]1>>[N+:1](=[O:2])([O-:3])[c:4]1[cH:5][c:6]([OH:13])[c:7]([CH2:8][OH:9])[cH:11][cH:12]1.